This data is from the Open Reaction Database (ORD), a public repository of structured organic reaction records. The task is: describe an organic reaction: reactants, conditions, products, and yield Starting materials: [BH3-]C#N, COC(C)(C)C, C1CCOC1, CN, CO, O=C1Cc2ccccc2C(c2ccc(Cl)c(Cl)c2)C1, Cl, [Na+]. The product is CNC1Cc2ccccc2C(c2ccc(Cl)c(Cl)c2)C1. RXN SMILES: [C:23](#[N:24])[BH3-:25].[C:34]([O:35][CH3:36])([CH3:37])([CH3:38])[CH3:39].[CH2:27]1[O:28][CH2:29][CH2:30][CH2:31]1.[CH3:21][NH2:22].[CH3:32][OH:33].[Cl:1][c:2]1[cH:3][c:4]([CH:9]2[CH2:10][C:11](=[O:19])[CH2:12][c:13]3[cH:14][cH:15][cH:16][cH:17][c:18]32)[cH:5][cH:6][c:7]1[Cl:8].[ClH:20].[Na+:26]>>[Cl:1][c:2]1[cH:3][c:4]([CH:9]2[CH2:10][CH:11]([NH:24][CH3:23])[CH2:12][c:13]3[cH:14][cH:15][cH:16][cH:17][c:18]32)[cH:5][cH:6][c:7]1[Cl:8]. Reaction SMILES: [CH3:37][CH2:38][O:39][C:40](=[O:41])[CH3:42].[ClH:36].[F:1][C:2]([C:3]([CH:4]([CH:5]([CH3:6])[CH3:7])[NH:8][C:9]([CH:10]1[N:11]([C:15]([CH:16]([NH:17][C:18]([CH:19]([NH:20][C:21]([O:22][C:23]([CH3:24])([CH3:25])[CH3:26])=[O:27])[CH3:28])=[O:29])[CH3:30])=[O:31])[CH2:12][CH2:13][CH2:14]1)=[O:32])=[O:33])([F:34])[F:35]>>[F:1][C:2]([C:3]([CH:4]([CH:5]([CH3:6])[CH3:7])[NH:8][C:9]([CH:10]1[N:11]([C:15]([CH:16]([NH:17][C:18]([CH:19]([NH2:20])[CH3:28])=[O:29])[CH3:30])=[O:31])[CH2:12][CH2:13][CH2:14]1)=[O:32])=[O:33])([F:34])[F:35]. The reactants are CCOC(C)=O, Cl, CC(NC(=O)OC(C)(C)C)C(=O)NC(C)C(=O)N1CCCC1C(=O)NC(C(=O)C(F)(F)F)C(C)C. The product is CC(N)C(=O)NC(C)C(=O)N1CCCC1C(=O)NC(C(=O)C(F)(F)F)C(C)C. The reactants are FC1=C(C=CC(=C1)F)C1=NC(=NC=N1)NC1=CC(=CC=C1)CS(=O)(=O)C (4-(2,4-difluorophenyl)-N-{3-[(methylsulfonyl)methyl]phenyl}-1,3,5-triazin-2-amine), intermediate 42.1, COCCO (2-methoxyethanol). Product: FC1=CC(=C(C=C1)C1=NC(=NC=N1)NC1=CC(=CC=C1)CS(=O)(=O)C)OCCOC (4-[4-Fluoro-2-(2-methoxyethoxy)phenyl]-N-{3-[(methylsulfonyl)methyl]phenyl}-1,3,5-triazin-2-amine). As a reaction SMILES: F[C:2]1[CH:7]=[C:6]([F:8])[CH:5]=[CH:4][C:3]=1[C:9]1[N:14]=[CH:13][N:12]=[C:11]([NH:15][C:16]2[CH:21]=[CH:20][CH:19]=[C:18]([CH2:22][S:23]([CH3:26])(=[O:25])=[O:24])[CH:17]=2)[N:10]=1.[CH3:27][O:28][CH2:29][CH2:30][OH:31]>>[F:8][C:6]1[CH:5]=[CH:4][C:3]([C:9]2[N:14]=[CH:13][N:12]=[C:11]([NH:15][C:16]3[CH:21]=[CH:20][CH:19]=[C:18]([CH2:22][S:23]([CH3:26])(=[O:25])=[O:24])[CH:17]=3)[N:10]=2)=[C:2]([O:31][CH2:30][CH2:29][O:28][CH3:27])[CH:7]=1. Procedure: Starting with 4-(2,4-difluorophenyl)-N-{3-[(methylsulfonyl)methyl]phenyl}-1,3,5-triazin-2-amine (50 mg; 0.19 mmol), intermediate 42.1, and 2-methoxyethanol (42 μl; 0.515 mmol), example 50 was prepared analogously to the procedure for the preparation of example 42. The reactants are OC1=C(C=CC=C1)C1SC[C@H](N1)C(=O)O ((4R)-2-(2-hydroxyphenyl)-4-thiazolidinecarboxylic acid), C(CCCCCCC(=O)Cl)(=O)Cl (octanedioyl dichloride), Cl (hydrochloric acid). Solvent: C([O-])([O-])=O.[K+].[K+] (potassium carbonate). Reaction conditions: time 1 hour. Yields the product C(CCCCCCC(=O)N1C(SC[C@H]1C(=O)O)C1=C(C=CC=C1)O)(=O)N1C(SC[C@H]1C(=O)O)C1=C(C=CC=C1)O ((4R,4'R)-3,3'-(Octanedioyl)bis[2-(2-hydroxyphenyl)-4-thiazolidinecarboxylic acid]). Yield: 85.5%. RXN SMILES: [OH:1][C:2]1[CH:7]=[CH:6][CH:5]=[CH:4][C:3]=1[CH:8]1[NH:12][C@H:11]([C:13]([OH:15])=[O:14])[CH2:10][S:9]1.[C:16](Cl)(=[O:26])[CH2:17][CH2:18][CH2:19][CH2:20][CH2:21][CH2:22][C:23](Cl)=[O:24].Cl>C(=O)([O-])[O-].[K+].[K+]>[C:16]([N:12]1[C@H:11]([C:13]([OH:15])=[O:14])[CH2:10][S:9][CH:8]1[C:3]1[CH:4]=[CH:5][CH:6]=[CH:7][C:2]=1[OH:1])(=[O:26])[CH2:17][CH2:18][CH2:19][CH2:20][CH2:21][CH2:22][C:23]([N:12]1[C@H:11]([C:13]([OH:15])=[O:14])[CH2:10][S:9][CH:8]1[C:3]1[CH:4]=[CH:5][CH:6]=[CH:7][C:2]=1[OH:1])=[O:24] |f:3.4.5|. Reported procedure: To a stirred solution of (4R)-2-(2-hydroxyphenyl)-4-thiazolidinecarboxylic acid (6.8 g) in 1M potassium carbonate (45 ml), octanedioyl dichloride (3.2 g) was added dropwise under ice-cooling. After the addition, the reaction mixture was stirred for 1 hour at the same temperature and for additional 1 hour at room temperature. The solution was acidified with dilute hydrochloric acid, extracted with ethyl acetate. The organic layer was washed with saturated sodium chloride solution, dried over anhy...